From a dataset of the Open Reaction Database (ORD), a public repository of structured organic reaction records. describe an organic reaction: reactants, conditions, products, and yield Reactants: C([O-])([O-])=O.[Cs+].[Cs+] (cesium carbonate), C(CCCCCCCC(=O)O)(=O)OCC1=CC=CC=C1 (benzyl hydrogen azelate). The solvent is O.CO (water methanol). Product: C(CCCCCCCC(=O)[O-])(=O)OCC1=CC=CC=C1.[Cs+] (Cesium benzyl azelate). Reaction SMILES: C(=O)([O-])[O-].[Cs+:5].[Cs+].[C:7]([O:19][CH2:20][C:21]1[CH:26]=[CH:25][CH:24]=[CH:23][CH:22]=1)(=[O:18])[CH2:8][CH2:9][CH2:10][CH2:11][CH2:12][CH2:13][CH2:14][C:15]([OH:17])=[O:16]>O.CO>[C:7]([O:19][CH2:20][C:21]1[CH:26]=[CH:25][CH:24]=[CH:23][CH:22]=1)(=[O:18])[CH2:8][CH2:9][CH2:10][CH2:11][CH2:12][CH2:13][CH2:14][C:15]([O-:17])=[O:16].[Cs+:5] |f:0.1.2,4.5,6.7|. Procedure: Aqueous cesium carbonate (1M, 6.3 ml) is added dropwise to a solution of benzyl hydrogen azelate (3.00 g, 10.77 mmol) in 75 ml water/methanol (1:15) until the pH reaches approximately 7, whereupon the solvent is removed under reduced pressure and the residue dried under vacuum overnight. The oily, yellowish semicrystalline residue is dispersed in dry dimethylformamide (50 ml) and evaporated to dryness in vacuo. This procedure is repeated twice, yielding an off-white crystalline product. The prod... The reactants are ClC1=CC=CC(OC)=C1. The reagents and catalysts are O1B(OC(C)(C)C1(C)C)B2OC(C)(C)C(O2)(C)C, N=1C=CC=CC1N2B(NC=3C=CC=CC32)B4NC=5C=CC=CC5N4C6=NC=CC=C6, C[OH2+].C[OH2+].C1CC=CCCC=C1.C1CC=CCCC=C1.[Ir].[Ir]. Solvent: O(C)C1CCCC1. Reaction conditions: temperature 100 celsius, time 16 hour. Product: ClC=1C=C(OC)C=C(C1)B2OC(C)(C)C(O2)(C)C. Isolated yield 97.0%. Procedure: The general procedure A was followed using 1-chloro-3-methoxybenzene (60.4 uL, 0.5 mmol) and B2pin2 (126.9 mg, 0.5 mmol, 1.0 eq.) as starting material. The resulting mixture was allowed to stir 16 hours at 100 oC. 5e was obtained as colorless oil (130.2 mg, 97%) after purification by silica gel flash chromatography (EtOAc/PE=1:40 v/v). Starting materials: C=Cc1ccccc1, Cc1ccccc1, Oc1ccc(S)cc1. The product is CC(Sc1ccc(O)cc1)c1ccccc1. As a reaction SMILES: [CH2:9]=[CH:10][c:11]1[cH:12][cH:13][cH:14][cH:15][cH:16]1.[CH3:17][c:18]1[cH:19][cH:20][cH:21][cH:22][cH:23]1.[SH:1][c:2]1[cH:3][cH:4][c:5]([OH:8])[cH:6][cH:7]1>>[S:1]([c:2]1[cH:3][cH:4][c:5]([OH:8])[cH:6][cH:7]1)[CH:10]([CH3:9])[c:11]1[cH:12][cH:13][cH:14][cH:15][cH:16]1. Starting materials: [H-].[Na+] (sodium hydride), FC=1C=C2C(=C(NC2=CC1)C(=O)O)C (5-fluoro-3-methyl-indole-2-carboxylic acid), C[C@H]1OC1 ((R)-methyloxirane). Run in O1CCCC1 (tetrahydrofuran), C1(=CC=CC=C1)OC1=CC=CC=C1 (diphenyl ether). Conditions: time 5 hour. The product is FC=1C=C2C(=CN(C2=CC1)C[C@@H](C)O)C ((R)-1-(5-fluoro-3-methylindol-1-yl)-propan-2-ol). The yield is 70.0%. As a reaction SMILES: [F:1][C:2]1[CH:3]=[C:4]2[C:8](=[CH:9][CH:10]=1)[NH:7][C:6](C(O)=O)=[C:5]2[CH3:14].[H-].[Na+].[CH3:17][C@@H:18]1[CH2:20][O:19]1>C1(OC2C=CC=CC=2)C=CC=CC=1.O1CCCC1>[F:1][C:2]1[CH:3]=[C:4]2[C:8](=[CH:9][CH:10]=1)[N:7]([CH2:17][C@H:18]([OH:19])[CH3:20])[CH:6]=[C:5]2[CH3:14] |f:1.2|. Procedure details: A suspension of 1.16 g of 5-fluoro-3-methyl-indole-2-carboxylic acid in 16 ml of diphenyl ether was stirred at 260° for 5 hours and, after cooling to 0°, diluted with 30 ml of tetrahydrofuran. 225 mg of sodium hydride dispersion were added and the mixture was stirred for one hour. Subsequently, 0.63 ml of (R)-methyloxirane was added and the reaction mixture was stirred at room temperature for 90 hours. The mixture was extracted with diethyl ether, water and saturated sodium chloride solution and... Reactants: [BH4-], C1CCOC1, CO, CC(C)(C)OC(=O)N1C(CC(CCC(=O)OC2CCCCC2)C(=O)N2C(=O)OCC2c2ccccc2)COC1(C)C, [Na+]. Yields the product CC(C)(C)OC(=O)N1C(CC(CO)CCC(=O)OC2CCCCC2)COC1(C)C. RXN SMILES: [BH4-:44].[CH2:46]1[O:47][CH2:48][CH2:49][CH2:50]1.[CH3:42][OH:43].[CH:1]1([O:7][C:8]([CH2:9][CH2:10][CH:11]([CH2:12][CH:13]2[N:14]([C:20](=[O:21])[O:22][C:23]([CH3:24])([CH3:25])[CH3:26])[C:15]([CH3:18])([CH3:19])[O:16][CH2:17]2)[C:27](=[O:28])[N:29]2[CH:30]([c:31]3[cH:32][cH:33][cH:34][cH:35][cH:36]3)[CH2:37][O:38][C:39]2=[O:40])=[O:41])[CH2:2][CH2:3][CH2:4][CH2:5][CH2:6]1.[Na+:45]>>[CH:1]1([O:7][C:8]([CH2:9][CH2:10][CH:11]([CH2:12][CH:13]2[N:14]([C:20](=[O:21])[O:22][C:23]([CH3:24])([CH3:25])[CH3:26])[C:15]([CH3:18])([CH3:19])[O:16][CH2:17]2)[CH2:27][OH:28])=[O:41])[CH2:2][CH2:3][CH2:4][CH2:5][CH2:6]1.